Dataset: the Open Reaction Database (ORD), a public repository of structured organic reaction records. Task: describe an organic reaction: reactants, conditions, products, and yield The reactants are COc1ccc2c(OCc3nnc4ccc(-c5cc(C)c(C(=O)O)s5)nn34)ccnc2c1, ClCCl, CN(C)C=O, O=S(Cl)Cl. Product: COc1ccc2c(OCc3nnc4ccc(-c5cc(C)c(C(=O)Cl)s5)nn34)ccnc2c1. Reaction SMILES: [CH3:1][O:2][c:3]1[cH:4][cH:5][c:6]2[c:7]([O:13][CH2:14][c:15]3[n:16][n:17][c:18]4[n:19]3[n:20][c:21](-[c:24]3[cH:25][c:26]([CH3:32])[c:27]([C:29](=[O:30])[OH:31])[s:28]3)[cH:22][cH:23]4)[cH:8][cH:9][n:10][c:11]2[cH:12]1.[Cl:42][CH2:43][Cl:44].[O:37]=[CH:38][N:39]([CH3:40])[CH3:41].[S:33]([Cl:34])([Cl:35])=[O:36]>>[CH3:1][O:2][c:3]1[cH:4][cH:5][c:6]2[c:7]([O:13][CH2:14][c:15]3[n:16][n:17][c:18]4[n:19]3[n:20][c:21](-[c:24]3[cH:25][c:26]([CH3:32])[c:27]([C:29](=[O:30])[Cl:35])[s:28]3)[cH:22][cH:23]4)[cH:8][cH:9][n:10][c:11]2[cH:12]1. The reactants are OC=1C=C2C(=CC=NC2=CC1)OC1=CC2=C(C(=C(S2)C)C(=O)NC)C=C1 (6-[(6-hydroxyquinolin-4-yl)oxy]-N,2-dimethyl-1-benzothiophene-3-carboxamide), BrCCC1N(CCC1)C (2-(2-bromoethyl)-1-methylpyrrolidine), C(=O)([O-])[O-].[Cs+].[Cs+] (Cs2CO3). Solvent: CS(=O)C (DMSO). The product is title compound, CNC(=O)C1=C(SC2=C1C=CC(=C2)OC2=CC=NC1=CC=C(C=C21)OCCC2N(CCC2)C)C (N,2-dimethyl-6-({6-[2-(1-methylpyrrolidin-2-yl)ethoxy]quinolin-4-yl}oxy)-1-benzothiophene-3-carboxamide). Reaction SMILES: [OH:1][C:2]1[CH:3]=[C:4]2[C:9](=[CH:10][CH:11]=1)[N:8]=[CH:7][CH:6]=[C:5]2[O:12][C:13]1[CH:26]=[CH:25][C:16]2[C:17]([C:21]([NH:23][CH3:24])=[O:22])=[C:18]([CH3:20])[S:19][C:15]=2[CH:14]=1.Br[CH2:28][CH2:29][CH:30]1[CH2:34][CH2:33][CH2:32][N:31]1[CH3:35].C([O-])([O-])=O.[Cs+].[Cs+]>CS(C)=O>[CH3:24][NH:23][C:21]([C:17]1[C:16]2[CH:25]=[CH:26][C:13]([O:12][C:5]3[C:4]4[C:9](=[CH:10][CH:11]=[C:2]([O:1][CH2:28][CH2:29][CH:30]5[CH2:34][CH2:33][CH2:32][N:31]5[CH3:35])[CH:3]=4)[N:8]=[CH:7][CH:6]=3)=[CH:14][C:15]=2[S:19][C:18]=1[CH3:20])=[O:22] |f:2.3.4|. Reported procedure: A solution of 25-F (70 mg, 0.19 mmol), 2-(2-bromoethyl)-1-methylpyrrolidine 25-B (110 mg crude and Cs2CO3 (94 mg, 1.5 mmol) in DMSO (2 ml) was heated to 120° C. for 2 hours. The title compound, N,2-dimethyl-6-({6-[2-(1-methylpyrrolidin-2-yl)ethoxy]quinolin-4-yl}oxy)-1-benzothiophene-3-carboxamide 25 (21 mg) was isolated by HPLC (Dionex System) using 20-60% CH3CN/H2O (0.1% AcOH) over 30 minutes. Starting materials: C(C1=CC=CC=C1)NCCC1=CC=C(NS(=O)(=O)C)C=C1 (4'-(2-Benzylaminoethyl)methanesulfonanilide). Reagents/catalysts: [Pd] (Pd/C). The solvent is CO (MeOH). The product is NCCC1=CC=C(NS(=O)(=O)C)C=C1 (4'-(2-Aminoethyl)methanesulfonanilide). Reaction SMILES: C([NH:8][CH2:9][CH2:10][C:11]1[CH:21]=[CH:20][C:14]([NH:15][S:16]([CH3:19])(=[O:18])=[O:17])=[CH:13][CH:12]=1)C1C=CC=CC=1>CO.[Pd]>[NH2:8][CH2:9][CH2:10][C:11]1[CH:21]=[CH:20][C:14]([NH:15][S:16]([CH3:19])(=[O:18])=[O:17])=[CH:13][CH:12]=1. Procedure: 4'-(2-Benzylaminoethyl)methanesulfonanilide (XXIX.HCl) (8.0 g) and 20% Pd/C (0.5 g) were combined in MeOH (200 ml) and heated at 40° for 18 hours in a Parr hydrogenator under an average hydrogen pressure of 3 atmospheres. The catalyst was filtered off. Concentration of the filtrate caused precipitation of Compound (XXVIII).HCl, 5.5 g as a white solid, m.p. 244°-246° (decomp.), whose elemental analysis for C, H, and N, and NMR spectrum were consistent with the structure indicated.